From a dataset of the Open Reaction Database (ORD), a public repository of structured organic reaction records. describe an organic reaction: reactants, conditions, products, and yield The reactants are BrC=1C(=NC(=NC1)Cl)Cl (5-bromo-2,4-dichloro-pyrimidine), BrC=1C(=NC(=NC1)Cl)NC(CNC(OC(C)(C)C)=O)C(C)C (tert-butyl N-[2-[(5-bromo-2-chloro-pyrimidin-4-yl)amino]-3-methyl-butyl]carbamate). Product: BrC=1C(=NC(=NC1)Cl)N[C@H](CNC(OC(C)(C)C)=O)C1=CC=CC=C1 (tert-butyl N-[(2S)-2-[(5-bromo-2-chloro-pyrimidin-4-yl)amino]-2-phenyl-ethyl]carbamate). RXN SMILES: Br[C:2]1[C:3](Cl)=NC(Cl)=N[CH:7]=1.[Br:10][C:11]1[C:12]([NH:18][CH:19]([CH:29]([CH3:31])[CH3:30])[CH2:20][NH:21][C:22](=[O:28])[O:23][C:24]([CH3:27])([CH3:26])[CH3:25])=[N:13][C:14]([Cl:17])=[N:15][CH:16]=1>>[Br:10][C:11]1[C:12]([NH:18][C@@H:19]([C:29]2[CH:31]=[CH:3][CH:2]=[CH:7][CH:30]=2)[CH2:20][NH:21][C:22](=[O:28])[O:23][C:24]([CH3:25])([CH3:26])[CH3:27])=[N:13][C:14]([Cl:17])=[N:15][CH:16]=1. Procedure: Intermediate J was hydrogenated using 10% Pd/C under hydrogen at 50 psi in a pressure vessel to afford tert-butyl N-[(2S)-2-amino-2-phenyl-ethyl]carbamate which was then reacted with 5-bromo-2,4-dichloro-pyrimidine using analogous reaction conditions as described using analogous reaction conditions as described for tert-butyl N-[2-[(5-bromo-2-chloro-pyrimidin-4-yl)amino]-3-methyl-butyl]carbamate to afford tert-butyl N-[(2S)-2-[(5-bromo-2-chloro-pyrimidin-4-yl)amino]-2-phenyl-ethyl]carbamate. 1H ... Reactants: ClC1C(CCCC1)=O (2-chlorocyclohexanone), CO (methanol). The product is COC1C(CCCC1)=O (2-methoxycyclohexanone). The yield is 90.0%. RXN SMILES: Cl[CH:2]1[CH2:7][CH2:6][CH2:5][CH2:4][C:3]1=[O:8].[CH3:9][OH:10]>>[CH3:9][O:10][CH:2]1[CH2:7][CH2:6][CH2:5][CH2:4][C:3]1=[O:8]. Procedure: 2-methoxycyclohexanone was prepared by dissolving 30 gm. 2-chlorocyclohexanone in 160 ml. methanol and heating the solution in a sealed vessel at 125° C. for approximately four hours. The reactionmass was then cooled and the methanol removed by distillation at reduced pressure. After most of the methanol was distilled off, the residue containing the 2-methoxycyclohexanone was diluted with methylene chloride and extracted with an aqueous solution of sodium hydroxide. After distillation a yield of... Reactants: C(C1=CC=CC=C1)O[C@H]1C(O[C@@H]([C@H]([C@@H]1OCC1=CC=CC=C1)OCC1=CC=CC=C1)COCC1=CC=CC=C1)C1=CC(=C(C=2CCOC21)Cl)CBr (7-((3S,4R,5R,6R)-3,4,5-Tris(benzyloxy)-6-(benzyloxymethyl)-tetrahydro-2H-pyran-2-yl)-5-(bromomethyl)-4-chloro-2,3-dihydrobenzofuran), C(=O)([O-])[O-].[K+].[K+] (K2CO3), COC1=CC=C(C=C1)B(O)O (4-methoxyphenyl boronic acid). Reagents/catalysts: Cl[Pd]([P](C1=CC=CC=C1)(C2=CC=CC=C2)C3=CC=CC=C3)([P](C4=CC=CC=C4)(C5=CC=CC=C5)C6=CC=CC=C6)Cl (bis(triphenylphosphine)palladium chloride). The solvent is CC(=O)C (acetone), O (H2O). Reaction conditions: temperature 0 celsius, time 30 minute. Product: ClC1=C(C=C(C2=C1CCO2)C2O[C@@H]([C@H]([C@@H]([C@H]2OCC2=CC=CC=C2)OCC2=CC=CC=C2)OCC2=CC=CC=C2)COCC2=CC=CC=C2)CC2=CC=C(C=C2)OC (4-Chloro-5-(4-methoxybenzyl)-7-((3S,4R,5R,6R)-3,4,5-tris(benzyloxy)-6-(benzyloxymethyl)tetrahydro-2H-pyran-2-yl)-2,3-dihydrobenzofuran). Yield: 63.0%. Reaction SMILES: [CH2:1]([O:8][C@@H:9]1[C@@H:14]([O:15][CH2:16][C:17]2[CH:22]=[CH:21][CH:20]=[CH:19][CH:18]=2)[C@H:13]([O:23][CH2:24][C:25]2[CH:30]=[CH:29][CH:28]=[CH:27][CH:26]=2)[C@@H:12]([CH2:31][O:32][CH2:33][C:34]2[CH:39]=[CH:38][CH:37]=[CH:36][CH:35]=2)[O:11][CH:10]1[C:40]1[C:48]2[O:47][CH2:46][CH2:45][C:44]=2[C:43]([Cl:49])=[C:42]([CH2:50]Br)[CH:41]=1)[C:2]1[CH:7]=[CH:6][CH:5]=[CH:4][CH:3]=1.C([O-])([O-])=O.[K+].[K+].[CH3:58][O:59][C:60]1[CH:65]=[CH:64][C:63](B(O)O)=[CH:62][CH:61]=1>CC(C)=O.O.Cl[Pd](Cl)([P](C1C=CC=CC=1)(C1C=CC=CC=1)C1C=CC=CC=1)[P](C1C=CC=CC=1)(C1C=CC=CC=1)C1C=CC=CC=1>[Cl:49][C:43]1[C:44]2[CH2:45][CH2:46][O:47][C:48]=2[C:40]([CH:10]2[C@H:9]([O:8][CH2:1][C:2]3[CH:7]=[CH:6][CH:5]=[CH:4][CH:3]=3)[C@@H:14]([O:15][CH2:16][C:17]3[CH:22]=[CH:21][CH:20]=[CH:19][CH:18]=3)[C@H:13]([O:23][CH2:24][C:25]3[CH:26]=[CH:27][CH:28]=[CH:29][CH:30]=3)[C@@H:12]([CH2:31][O:32][CH2:33][C:34]3[CH:35]=[CH:36][CH:37]=[CH:38][CH:39]=3)[O:11]2)=[CH:41][C:42]=1[CH2:50][C:63]1[CH:64]=[CH:65][C:60]([O:59][CH3:58])=[CH:61][CH:62]=1 |f:1.2.3,^1:76,95|. Procedure: To a mixture of compound 49 (623 mg, 0.81 mmol), K2CO3 (447 mg, 3.24 mmol) and 4-methoxyphenyl boronic acid (306 mg, 2.02 mmol) in acetone (7.5 mL) and H2O (2.5 mL) was added bis(triphenylphosphine)palladium chloride (56 mg, 0.08 mmol) at 0° C. under atmosphere of nitrogen. The mixture was stirred at 0° C. for 30 min and then, stirred at room temperature for 16 hours. The mixture was partitioned between EtOAc and water. The organic layer was washed with brine, dried over MgSO4, filtered and conc... The product is CCC1(c2ccc(C#N)cc2)c2cc(Cl)ccc2NC(=O)N1CC(F)(F)F. Reaction SMILES: [Cl:1][c:2]1[cH:3][c:4]2[c:9]([cH:10][cH:11]1)[NH:8][C:7](=[O:12])[N:6]([CH2:13][C:14]([F:15])([F:16])[F:17])[C:5]2([c:18]1[cH:19][cH:20][c:21]([Br:24])[cH:22][cH:23]1)[CH2:25][CH3:26].[Cu:27][C:28]#[N:29].[O:30]=[CH:31][N:32]([CH3:33])[CH3:34]>>[Cl:1][c:2]1[cH:3][c:4]2[c:9]([cH:10][cH:11]1)[NH:8][C:7](=[O:12])[N:6]([CH2:13][C:14]([F:15])([F:16])[F:17])[C:5]2([c:18]1[cH:19][cH:20][c:21]([C:28]#[N:29])[cH:22][cH:23]1)[CH2:25][CH3:26]. The reactants are CCC1(c2ccc(Br)cc2)c2cc(Cl)ccc2NC(=O)N1CC(F)(F)F, N#C[Cu], CN(C)C=O. The reactants are C[O-], CO, [Na+], [Na], CCN(CC)Cc1cc(C(C)(C)CC(C)(C)C)cc(-n2nc3ccccc3n2)c1O, CCCCCCCCOc1ccc(C(=O)c2ccccc2)c(O)c1. Yields the product CCCCCCCCOc1ccc(C(=O)c2ccccc2)c(O)c1Cc1cc(C(C)(C)CC(C)(C)C)cc(-n2nc3ccccc3n2)c1O. RXN SMILES: [CH3:56][O-:57].[CH3:59][OH:60].[Na+:58].[Na:1].[OH:2][c:3]1[c:4](-[n:23]2[n:24][c:25]3[c:26]([n:27]2)[cH:28][cH:29][cH:30][cH:31]3)[cH:5][c:6]([C:15]([CH3:16])([CH3:17])[CH2:18][C:19]([CH3:20])([CH3:21])[CH3:22])[cH:7][c:8]1[CH2:9][N:10]([CH2:11][CH3:12])[CH2:13][CH3:14].[OH:32][c:33]1[c:34]([C:35](=[O:36])[c:37]2[cH:38][cH:39][cH:40][cH:41][cH:42]2)[cH:43][cH:44][c:45]([O:47][CH2:48][CH2:49][CH2:50][CH2:51][CH2:52][CH2:53][CH2:54][CH3:55])[cH:46]1>>[OH:2][c:3]1[c:4](-[n:23]2[n:24][c:25]3[c:26]([n:27]2)[cH:28][cH:29][cH:30][cH:31]3)[cH:5][c:6]([C:15]([CH3:16])([CH3:17])[CH2:18][C:19]([CH3:20])([CH3:21])[CH3:22])[cH:7][c:8]1[CH2:9][c:46]1[c:33]([OH:32])[c:34]([C:35](=[O:36])[c:37]2[cH:38][cH:39][cH:40][cH:41][cH:42]2)[cH:43][cH:44][c:45]1[O:47][CH2:48][CH2:49][CH2:50][CH2:51][CH2:52][CH2:53][CH2:54][CH3:55]. Reactants: CN1CCOCC1 (N-methylmorpholine), O (Water), C(#N)C1=CC=C(OCC(C)NC([C@@H](N)C(C)C)=O)C=C1 (N1 -[2-(4-cyanophenoxy)-1-methylethyl]-L-valinamide), ClC(=S)SC1=CC=CC=C1 (phenyl chlorodithioformate). Solvent: C(Cl)Cl (methylene chloride). Product: C(#N)C1=CC=C(OCC(C)NC([C@@H](NC(=S)SC2=CC=CC=C2)C(C)C)=O)C=C1 (N1 -[2-(4-cyanophenoxy)-1-methylethyl]-N2 -(phenylthio)thiocarbonyl-L-valinamide). The yield is 68.6%. As a reaction SMILES: CN1CCOCC1.[C:8]([C:10]1[CH:27]=[CH:26][C:13]([O:14][CH2:15][CH:16]([NH:18][C:19](=[O:25])[C@H:20]([CH:22]([CH3:24])[CH3:23])[NH2:21])[CH3:17])=[CH:12][CH:11]=1)#[N:9].Cl[C:29]([S:31][C:32]1[CH:37]=[CH:36][CH:35]=[CH:34][CH:33]=1)=[S:30].O>C(Cl)Cl>[C:8]([C:10]1[CH:11]=[CH:12][C:13]([O:14][CH2:15][CH:16]([NH:18][C:19](=[O:25])[C@H:20]([CH:22]([CH3:23])[CH3:24])[NH:21][C:29]([S:31][C:32]2[CH:37]=[CH:36][CH:35]=[CH:34][CH:33]=2)=[S:30])[CH3:17])=[CH:26][CH:27]=1)#[N:9]. Procedure: 0.5 g of N-methylmorpholine was added to a suspension containing 1.4 g of N1 -[2-(4-cyanophenoxy)-1-methylethyl]-L-valinamide suspended in 40 ml of methylene chloride, at -15° C. After 0.9 g of phenyl chlorodithioformate was added to the mixture at -15° C., the reaction mixture was allowed to sit and, warm naturally to room temperature while being stirred, and was stirred for 15 hours at room temperature. Water was subsequently added to the reaction mixture. After the methylene chloride layer wa...